This data is from the Open Reaction Database (ORD), a public repository of structured organic reaction records. The task is: describe an organic reaction: reactants, conditions, products, and yield Starting materials: CN1CCOCC1, C[N+]1([O-])CCOCC1, CCOC(C)=O, CCC[N+](CCC)(CCC)CCC, ClCCl, Cl, O=[Ru](=O)(=O)[O-], OC1CN(C(c2ccccc2)c2ccccc2)C1. Yields the product O=C1CN(C(c2ccccc2)c2ccccc2)C1. Reaction SMILES: [CH3:20][N:21]1[CH2:22][CH2:23][O:24][CH2:25][CH2:26]1.[CH3:27][N+:28]1([O-:29])[CH2:30][CH2:31][O:32][CH2:33][CH2:34]1.[CH3:35][CH2:36][O:37][C:38](=[O:39])[CH3:40].[CH3:49][CH2:50][CH2:51][N+:52]([CH2:53][CH2:54][CH3:55])([CH2:56][CH2:57][CH3:58])[CH2:59][CH2:60][CH3:61].[Cl:41][CH2:42][Cl:43].[ClH:1].[O-:44][Ru:45](=[O:46])(=[O:47])=[O:48].[c:2]1([CH:8]([N:9]2[CH2:10][CH:11]([OH:13])[CH2:12]2)[c:14]2[cH:15][cH:16][cH:17][cH:18][cH:19]2)[cH:3][cH:4][cH:5][cH:6][cH:7]1>>[c:2]1([CH:8]([N:9]2[CH2:10][C:11](=[O:13])[CH2:12]2)[c:14]2[cH:15][cH:16][cH:17][cH:18][cH:19]2)[cH:3][cH:4][cH:5][cH:6][cH:7]1. The reactants are C(C1=CC=CC=C1)(C1=CC=CC=C1)(C1=CC=CC=C1)NC=1SC=C(N1)C(C(=O)O)=O ((2-tritylaminothiazol-4-yl)glyoxylic acid), NOCC1=CN=CN1C (5-aminooxymethyl-1-methylimidazole). The solvent is CO (methanol), CO (methanol). Reaction conditions: time 8 hour. The product is C(C1=CC=CC=C1)(C1=CC=CC=C1)(C1=CC=CC=C1)NC=1SC=C(N1)C(C(=O)O)=NOCC1=CN=CN1C (2-(2-tritylaminothiazol-4-yl)-2-((1-methylimidazol-5-yl)methoxyimino)acetic acid). Isolated yield 67.8%. As a reaction SMILES: [C:1]([NH:20][C:21]1[S:22][CH:23]=[C:24]([C:26](=O)[C:27]([OH:29])=[O:28])[N:25]=1)([C:14]1[CH:19]=[CH:18][CH:17]=[CH:16][CH:15]=1)([C:8]1[CH:13]=[CH:12][CH:11]=[CH:10][CH:9]=1)[C:2]1[CH:7]=[CH:6][CH:5]=[CH:4][CH:3]=1.[NH2:31][O:32][CH2:33][C:34]1[N:38]([CH3:39])[CH:37]=[N:36][CH:35]=1>CO>[C:1]([NH:20][C:21]1[S:22][CH:23]=[C:24]([C:26](=[N:31][O:32][CH2:33][C:34]2[N:38]([CH3:39])[CH:37]=[N:36][CH:35]=2)[C:27]([OH:29])=[O:28])[N:25]=1)([C:2]1[CH:3]=[CH:4][CH:5]=[CH:6][CH:7]=1)([C:8]1[CH:9]=[CH:10][CH:11]=[CH:12][CH:13]=1)[C:14]1[CH:15]=[CH:16][CH:17]=[CH:18][CH:19]=1. Procedure: 17.4 g of (2-tritylaminothiazol-4-yl)glyoxylic acid was dissolved in 500 ml of methanol under heating and the mixture was cooled to room temperature. A mixture of 100 ml of methanol and 5.5 g of 5-aminooxymethyl-1-methylimidazole was added to the mixture and then the resulting mixture was stirred overnight at room temperature. The precipitate formed was collected by filtration and washed with methanol to give 14.9 g of 2-(2-tritylaminothiazol-4-yl)-2-((1-methylimidazol-5-yl)methoxyimino)acetic a...